Dataset: the Open Reaction Database (ORD), a public repository of structured organic reaction records. Task: describe an organic reaction: reactants, conditions, products, and yield Reactants: [N+](=O)([O-])C1=C(NC=C(C(=O)OCC)C(=O)OCC)C=CC=C1 (Diethyl (2-nitroanilino)methylenemalonate), C1(=CC=CC=C1)OC1=CC=CC=C1 (diphenyl ether). The solvent is C(C)OCC (Diethyl ether). The product is C(C)OC(=O)C1C=NC2=C(C=CC=C2C1=O)[N+](=O)[O-] (3-ethoxycarbonyl-8-nitro-4-oxo-3,4-dihydroquinoline). Isolated yield 85.0%. RXN SMILES: [N+:1]([C:4]1[CH:22]=[CH:21][CH:20]=[CH:19][C:5]=1[NH:6][CH:7]=[C:8]([C:14]([O:16][CH2:17][CH3:18])=[O:15])[C:9]([O:11]CC)=O)([O-:3])=[O:2].C1(OC2C=CC=CC=2)C=CC=CC=1>C(OCC)C>[CH2:17]([O:16][C:14]([CH:8]1[C:9](=[O:11])[C:19]2[C:5](=[C:4]([N+:1]([O-:3])=[O:2])[CH:22]=[CH:21][CH:20]=2)[N:6]=[CH:7]1)=[O:15])[CH3:18]. Procedure details: Diethyl (2-nitroanilino)methylenemalonate (43 g) was added to refluxing diphenyl ether (600 ml). The mixture was stirred at reflux for 1.5 hours, then cooled to ambient temperature. Diethyl ether (600 ml) was added and the mixture filtered. The solid so obtained was washed with diethyl ether to give 3-ethoxycarbonyl-8-nitro-4-oxo-3,4-dihydroquinoline in 85% yield, mp 241-243° C.